From a dataset of the Open Reaction Database (ORD), a public repository of structured organic reaction records. describe an organic reaction: reactants, conditions, products, and yield Starting materials: NC1=C(C(=NC(=N1)C1=NN(C2=NC=CC=C21)CC2=C(C=CC=C2)F)C(=O)OCC)[N+](=O)[O-] (Ethyl 6-amino-2-[1-(2-fluorobenzyl)-1H-pyrazolo[3,4-b]pyridin-3-yl]-5-nitropyrimidine-4-carboxylate). The reagents and catalysts are [Pd] (palladium). Run in N1=CC=CC=C1 (pyridine). Product: NC=1C(=NC(=NC1N)C1=NN(C2=NC=CC=C21)CC2=C(C=CC=C2)F)C(=O)OCC (Ethyl 5,6-diamino-2-[1-(2-fluorobenzyl)-1H-pyrazolo[3,4-b]pyridin-3-yl]pyrimidine-4-carboxylate). Reaction SMILES: [NH2:1][C:2]1[N:7]=[C:6]([C:8]2[C:16]3[C:11](=[N:12][CH:13]=[CH:14][CH:15]=3)[N:10]([CH2:17][C:18]3[CH:23]=[CH:22][CH:21]=[CH:20][C:19]=3[F:24])[N:9]=2)[N:5]=[C:4]([C:25]([O:27][CH2:28][CH3:29])=[O:26])[C:3]=1[N+:30]([O-])=O>N1C=CC=CC=1.[Pd]>[NH2:30][C:3]1[C:4]([C:25]([O:27][CH2:28][CH3:29])=[O:26])=[N:5][C:6]([C:8]2[C:16]3[C:11](=[N:12][CH:13]=[CH:14][CH:15]=3)[N:10]([CH2:17][C:18]3[CH:23]=[CH:22][CH:21]=[CH:20][C:19]=3[F:24])[N:9]=2)=[N:7][C:2]=1[NH2:1]. Procedure details: 130 mg (0.30 mmol) of the compound from example 62A were initially charged in pyridine (9 ml) and then 25 mg of palladium (10% on charcoal) were added. The mixture was hydrogenated under standard hydrogen pressure at RT overnight. The reaction mixture was then filtered through Celite and the filtercake was washed with methanol. The filtrate was concentrated, methanol was added to the residue, and the solids were filtered off. The filtrate was concentrated by rotary evaporation and the residue wa... Starting materials: C(C1=CC=CC=C1)OCC(=O)OCC (ethyl 2-(benzyloxy)acetate), CC(C(=O)OC)C(CC)=O (methyl 2-methyl-3-oxopentanoate), [H-].[Na+] (NaH), Cl (hydrochloric acid), [Li]CCCC (n-BuLi). The solvent is C1CCOC1 (THF), C1CCOC1 (THF), C1CCOC1 (THF). Run at temperature 0 celsius, time 15 minute. Yields the product C(C1=CC=CC=C1)OCC(C(C(C(C(=O)OC)C)=O)C)=O (methyl 6-benzyloxy-2,4-dimethyl-3,5-dioxohexanoate). As a reaction SMILES: [CH3:1][CH:2]([C:7](=[O:10])[CH2:8][CH3:9])[C:3]([O:5][CH3:6])=[O:4].[H-].[Na+].[Li]CCCC.[CH2:18]([O:25][CH2:26][C:27]([O:29]CC)=O)[C:19]1[CH:24]=[CH:23][CH:22]=[CH:21][CH:20]=1.Cl>C1COCC1>[CH2:18]([O:25][CH2:26][C:27](=[O:29])[CH:8]([CH3:9])[C:7](=[O:10])[CH:2]([CH3:1])[C:3]([O:5][CH3:6])=[O:4])[C:19]1[CH:20]=[CH:21][CH:22]=[CH:23][CH:24]=1 |f:1.2|. Procedure details: A solution of methyl 2-methyl-3-oxopentanoate (13.05 g) in THF (100 ml) was added to a suspension of NaH (3.80 g) in THF (100 ml) at 0° C., and after stirring at 0° C. for 15 minutes, 1.63 M n-BuLi (58 ml) was added and the mixture was stirred at 0° C. for 20 minutes to prepare a light yellow dienolate. The reaction solution was cooled to −78° C., a solution of ethyl 2-(benzyloxy)acetate (17.56 g) in THF (30 ml) was added, and the mixture was stirred at −78° C. for 5 minutes and then at 0° C. fo... Reactants: ClC[C@H]([C@H](CC1CCCCC1)NC(OC(C)(C)C)=O)O (tert-Butyl (2S,3S)-4-chloro-1-cyclohexyl-3-hydroxybutan-2-ylcarbamate), CCO (EtOH). Run in O (water), [OH-].[Na+] (NaOH). Run at time 1 hour. Yields the product C1(CCCCC1)C[C@@H]([C@@H]1OC1)NC(OC(C)(C)C)=O (tert-butyl (S)-2-cyclohexyl-1-((S)-oxiran-2-yl)ethylcarbamate). Yield: 95.1%. Reaction SMILES: Cl[CH2:2][C@@H:3]([OH:20])[C@@H:4]([NH:12][C:13](=[O:19])[O:14][C:15]([CH3:18])([CH3:17])[CH3:16])[CH2:5][CH:6]1[CH2:11][CH2:10][CH2:9][CH2:8][CH2:7]1.CCO>[OH-].[Na+].O>[CH:6]1([CH2:5][C@H:4]([NH:12][C:13](=[O:19])[O:14][C:15]([CH3:18])([CH3:17])[CH3:16])[C@H:3]2[CH2:2][O:20]2)[CH2:11][CH2:10][CH2:9][CH2:8][CH2:7]1 |f:2.3|. Procedure: tert-Butyl (2S,3S)-4-chloro-1-cyclohexyl-3-hydroxybutan-2-ylcarbamate (1 g, 3.28 mmol) was dissolved in a solution of 0.71 N NaOH in EtOH (5.6 mL, 3.95 mmol, 1.2 eq). After stirring for 1 h, the mixture was concentrated to give a residue, which was dissolved in water and extracted with EtOAc (3×15 mL). The combined organic layers were washed with brine, dried over Na2SO4, filtered and concentrated in vacuo to give tert-butyl (S)-2-cyclohexyl-1-((S)-oxiran-2-yl)ethylcarbamate (0.84 g, 95%). 1H NM...